Dataset: the Open Reaction Database (ORD), a public repository of structured organic reaction records. Task: describe an organic reaction: reactants, conditions, products, and yield Reactants: C(C)(C)OC(=O)C1(CN(C1)C(=O)OC(C)(C)C)C1(CC1)NC(CC(=O)OCC)=O (3-[1-(2-ethoxycarbonyl-acetylamino)-cyclopropyl]-azetidine-1,3-dicarboxylic acid 1-tert-butyl ester 3-isopropyl ester), ethyl ester, [Na] (sodium). Solvent: C1(=CC=CC=C1)C (toluene), CO (MeOH). Reaction conditions: temperature 85 celsius. Yields the product COC(=O)C1C(C2(C3(CC3)NC1=O)CN(C2)C(=O)OC(C)(C)C)=O (8,10-Dioxo-6,11-diaza-dispiro[2.0.3.4]undecane-6,9-dicarboxylic acid 6-tert-butyl ester 9-methyl ester). As a reaction SMILES: C([O:4][C:5]([C:7]1([C:18]2([NH:21][C:22](=[O:29])[CH2:23][C:24]([O:26][CH2:27]C)=[O:25])[CH2:20][CH2:19]2)[CH2:10][N:9]([C:11]([O:13][C:14]([CH3:17])([CH3:16])[CH3:15])=[O:12])[CH2:8]1)=O)(C)C.[Na]>C1(C)C=CC=CC=1.CO>[CH3:27][O:26][C:24]([CH:23]1[C:22](=[O:29])[NH:21][C:18]2([CH2:19][CH2:20]2)[C:7]2([CH2:8][N:9]([C:11]([O:13][C:14]([CH3:16])([CH3:17])[CH3:15])=[O:12])[CH2:10]2)[C:5]1=[O:4])=[O:25] |^1:29|. Procedure: The mixture of 3-[1-(2-ethoxycarbonyl-acetylamino)-cyclopropyl]-azetidine-1,3-dicarboxylic acid 1-tert-butyl ester 3-isopropyl ester and ethyl ester (Example 180b) (350 mg; 0.35 mmol) is dissolved in toluene (5 ml) and added dropwise under stirring to a solution of sodium (20 mg; 0.85 mol) in MeOH (1 ml). The mixture is heated to 85° C. for 45 minutes, cooled, and the resulting suspension (Na-salt of title compound) filtered, washed with toluene and isopentane. The white solid is taken up in wat... Procedure: A solution of the diol (6Z,9Z,29Z,32Z)-19-((8Z,11Z)-heptadeca-8,11-dien-1-yl)octatriaconta-6,9,29,32-tetraene-18,20-diol (11) (832 mg, 1.05 mmol) and 3-chloropropionaldehyde diethylacetal (351 μL, 2.10 mmol) in toluene (10 mL) was treated with PPTS (100 mg) and heated (80° C., 2 h). After cooling (rt) the reaction mixture was poured into sat. aq. NaHCO3, extracted with EtOAc, washed with brine, dried (Na2SO4), filtered and concentrated. The crude product was dissolved in a solution of (CH3)2NH (... Isolated yield 58.2%. Yields the product C(CCCCCC\C=C/C\C=C/CCCCC)C1OC(OC(C1CCCCCCC\C=C/C\C=C/CCCCC)CCCCCCCC\C=C/C\C=C/CCCCC)CCN(C)C (2-(4,5-di((8Z,11Z)-heptadeca-8,11-dien-1-yl)-6-((9Z,12Z)-octadeca-9,12-dien-1-yl)-1,3-dioxan-2-yl)-N,N-dimethylethanamine). Solvent: C1(=CC=CC=C1)C (toluene). Conditions: temperature 80 celsius. Reaction SMILES: [CH2:1]([CH:18]([CH:38]([OH:57])[CH2:39][CH2:40][CH2:41][CH2:42][CH2:43][CH2:44][CH2:45][CH2:46]/[CH:47]=[CH:48]\[CH2:49]/[CH:50]=[CH:51]\[CH2:52][CH2:53][CH2:54][CH2:55][CH3:56])[CH:19]([OH:37])[CH2:20][CH2:21][CH2:22][CH2:23][CH2:24][CH2:25][CH2:26]/[CH:27]=[CH:28]\[CH2:29]/[CH:30]=[CH:31]\[CH2:32][CH2:33][CH2:34][CH2:35][CH3:36])[CH2:2][CH2:3][CH2:4][CH2:5][CH2:6][CH2:7]/[CH:8]=[CH:9]\[CH2:10]/[CH:11]=[CH:12]\[CH2:13][CH2:14][CH2:15][CH2:16][CH3:17].C(O[CH:61](OCC)[CH2:62][CH2:63]Cl)C.CC1C=CC(S([O-])(=O)=O)=CC=1.C1C=[CH:83][NH+:82]=[CH:81]C=1.C([O-])(O)=O.[Na+]>C1(C)C=CC=CC=1>[CH2:20]([CH:19]1[CH:18]([CH2:1][CH2:2][CH2:3][CH2:4][CH2:5][CH2:6][CH2:7]/[CH:8]=[CH:9]\[CH2:10]/[CH:11]=[CH:12]\[CH2:13][CH2:14][CH2:15][CH2:16][CH3:17])[CH:38]([CH2:39][CH2:40][CH2:41][CH2:42][CH2:43][CH2:44][CH2:45][CH2:46]/[CH:47]=[CH:48]\[CH2:49]/[CH:50]=[CH:51]\[CH2:52][CH2:53][CH2:54][CH2:55][CH3:56])[O:57][CH:61]([CH2:62][CH2:63][N:82]([CH3:83])[CH3:81])[O:37]1)[CH2:21][CH2:22][CH2:23][CH2:24][CH2:25][CH2:26]/[CH:27]=[CH:28]\[CH2:29]/[CH:30]=[CH:31]\[CH2:32][CH2:33][CH2:34][CH2:35][CH3:36] |f:2.3,4.5|. Reactants: C(=O)(O)[O-].[Na+] (NaHCO3), C(CCCCCC\C=C/C\C=C/CCCCC)C(C(CCCCCCC\C=C/C\C=C/CCCCC)O)C(CCCCCCCC\C=C/C\C=C/CCCCC)O ((6Z,9Z,29Z,32Z)-19-((8Z,11Z)-heptadeca-8,11-dien-1-yl)octatriaconta-6,9,29,32-tetraene-18,20-diol), C(C)OC(CCCl)OCC (3-chloropropionaldehyde diethylacetal), CC1=CC=C(C=C1)S(=O)(=O)[O-].C1=CC=[NH+]C=C1 (PPTS). Yield: 87.4%. Reactants: C(=C)[Si](O[Si](C)(C)C)(C)C=C (divinyltetramethyldisiloxane), CCCCCCC=C (octene-1), C(C)O[SiH](OCC)OCC (triethoxysilane), FC(C(=O)O)(F)F (trifluoroacetic acid), Teflon, CCCCCCC=C (octene-1). RXN SMILES: [CH3:1][CH2:2][CH2:3][CH2:4][CH2:5][CH2:6][CH:7]=[CH2:8].[CH2:9]([O:11][SiH:12]([O:16][CH2:17][CH3:18])[O:13][CH2:14][CH3:15])[CH3:10].FC(F)(F)C(O)=O.C([Si](C=C)(C)O[Si](C)(C)C)=C>C1(C)C=CC=CC=1>[CH2:8]([Si:12]([O:16][CH2:17][CH3:18])([O:13][CH2:14][CH3:15])[O:11][CH2:9][CH3:10])[CH2:7][CH2:6][CH2:5][CH2:4][CH2:3][CH2:2][CH3:1]. Reported procedure: 224 mg Of octene-1, 328 mg of triethoxysilane and 56 mg of toluene were placed in a glass reaction tube and 0.002 ml of trifluoroacetic acid then added. Then, 0.001 ml of a toluene solution of a 0-valent platinum complex of divinyltetramethyldisiloxane (platinum content: 0.4 wt %) was added to this mixture. The reaction tube was sealed with Teflon tape and heated for 30 minutes in an oil bath at 50° C. When the contents were analyzed by GC-MS following cooling, the conversion rate of octene-1 wa... Solvent: C1(=CC=CC=C1)C (toluene), C1(=CC=CC=C1)C (toluene). The product is C(CCCCCCC)[Si](OCC)(OCC)OCC (n-octyltriethoxysilane). Reaction conditions: temperature 50 celsius. Starting materials: O=S(=O)(Cl)C=Cc1ccc(F)cc1, Nc1ccc(Cl)cc1. The product is O=S(=O)(C=Cc1ccc(F)cc1)Nc1ccc(Cl)cc1. Reaction SMILES: [F:1][c:2]1[cH:3][cH:4][c:5]([CH:6]=[CH:7][S:8](=[O:9])(=[O:10])[Cl:11])[cH:12][cH:13]1.[NH2:14][c:15]1[cH:16][cH:17][c:18]([Cl:19])[cH:20][cH:21]1>>[F:1][c:2]1[cH:3][cH:4][c:5]([CH:6]=[CH:7][S:8](=[O:9])(=[O:10])[NH:14][c:15]2[cH:16][cH:17][c:18]([Cl:19])[cH:20][cH:21]2)[cH:12][cH:13]1. Reaction SMILES: [ClH:17].[NH:18]=[C:19]=[NH:20].[O:21]1[CH2:22][CH2:23][CH2:24][CH2:25]1.[OH:9][N:10]1[C:11](=[O:16])[CH2:12][CH2:13][C:14]1=[O:15].[o:1]1[c:2]([C:6](=[O:7])[OH:8])[cH:3][cH:4][cH:5]1>>[o:1]1[c:2]([C:6](=[O:7])[O:8][N:10]2[C:11](=[O:16])[CH2:12][CH2:13][C:14]2=[O:15])[cH:3][cH:4][cH:5]1. Product: O=C(ON1C(=O)CCC1=O)c1ccco1. Reactants: Cl, N=C=N, C1CCOC1, O=C1CCC(=O)N1O, O=C(O)c1ccco1. Reactants: C(N)(=O)C=1C=CC(=C(C1)NC(C(=O)O)C1=CC(=C(C=C1)F)OCC)F (2-(5-Carbamoyl-2-fluorophenylamino)-2-(3-ethoxy-4-fluorophenyl)acetic acid), Cl.C(C)(C)S(=O)(=O)C1=C(C=C(C=C1)NC(N(C)C)=O)[C@@H]1NCCC1 ((R)-3-(4-(Isopropylsulfonyl)-3-(pyrrolidin-2-yl)phenyl)-1,1-dimethylurea hydrochloride). Product: CN(C(NC=1C=CC(=C(C1)[C@@H]1N(CCC1)C([C@@H](C1=CC(=C(C=C1)F)OCC)NC=1C=C(C(=O)N)C=CC1F)=O)S(=O)(=O)C(C)C)=O)C (3-((R)-2-((R)-2-(5-(3,3-Dimethylureido)-2-(isopropylsulfonyl)phenyl)pyrrolidin-1-yl)-1-(3-ethoxy-4-fluorophenyl)-2-oxoethylamino)-4-fluorobenzamide). RXN SMILES: [C:1]([C:4]1[CH:5]=[CH:6][C:7]([F:25])=[C:8]([NH:10][CH:11]([C:15]2[CH:20]=[CH:19][C:18]([F:21])=[C:17]([O:22][CH2:23][CH3:24])[CH:16]=2)[C:12](O)=[O:13])[CH:9]=1)(=[O:3])[NH2:2].Cl.[CH:27]([S:30]([C:33]1[CH:38]=[CH:37][C:36]([NH:39][C:40](=[O:44])[N:41]([CH3:43])[CH3:42])=[CH:35][C:34]=1[C@H:45]1[CH2:49][CH2:48][CH2:47][NH:46]1)(=[O:32])=[O:31])([CH3:29])[CH3:28]>>[CH3:43][N:41]([CH3:42])[C:40](=[O:44])[NH:39][C:36]1[CH:37]=[CH:38][C:33]([S:30]([CH:27]([CH3:28])[CH3:29])(=[O:32])=[O:31])=[C:34]([C@H:45]2[CH2:49][CH2:48][CH2:47][N:46]2[C:12](=[O:13])[C@H:11]([NH:10][C:8]2[CH:9]=[C:4]([CH:5]=[CH:6][C:7]=2[F:25])[C:1]([NH2:2])=[O:3])[C:15]2[CH:20]=[CH:19][C:18]([F:21])=[C:17]([O:22][CH2:23][CH3:24])[CH:16]=2)[CH:35]=1 |f:1.2|. Procedure: Example 33 was prepared according to the general coupling condition using 29A and 31A. 1H NMR (400 MHz, Methanol-d4) δ ppm 1.19 (d, J=6.59 Hz, 3 H) 1.31 (t, J=7.03 Hz, 3H) 1.44 (d, J=6.59 Hz, 3H) 1.68-1.81 (m, 1H) 1.99-2.09 (m, 1H) 2.08-2.19 (m, 1H) 2.40-2.57 (m, 1H) 3.00 (s, 6H) 3.69-3.78 (m, 1H) 3.79-3.89 (m, 1H) 3.90-4.02 (m, 2H) 4.11-4.20 (m, 1H) 5.44 (s, 1H) 5.65 (dd, J=8.35, 5.27 Hz, 1H) 6.80 (d, J=2.20 Hz, 1H) 6.96-7.05 (m, 4H) 7.10-7.19 (m, 1 H) 7.30 (d, J=8.79 Hz, 2H) 7.71 (d, J=8.35 Hz... Reactants: COC(C1=C(C=CC(=C1)Br)OC(C)C(=O)OCC)=O (5-bromo-2-(1-ethoxycarbonyl-ethoxy)-benzoic acid methyl ester), CO (MeOH), [OH-].[Na+] (NaOH). The solvent is C1CCOC1 (THF). Reaction conditions: temperature 85 celsius. Yields the product BrC=1C=CC(=C(C(=O)O)C1)OC(C)C(=O)O (5-Bromo-2-(1-carboxy-ethoxy)-benzoic acid). Yield: 87.9%. RXN SMILES: C[O:2][C:3](=[O:19])[C:4]1[CH:9]=[C:8]([Br:10])[CH:7]=[CH:6][C:5]=1[O:11][CH:12]([C:14]([O:16]CC)=[O:15])[CH3:13].CO.[OH-].[Na+]>C1COCC1>[Br:10][C:8]1[CH:7]=[CH:6][C:5]([O:11][CH:12]([C:14]([OH:16])=[O:15])[CH3:13])=[C:4]([CH:9]=1)[C:3]([OH:19])=[O:2] |f:2.3|. Procedure details: A solution of 5-bromo-2-(1-ethoxycarbonyl-ethoxy)-benzoic acid methyl ester (41.1 g, 124 mmol) in a mixture of THF (250 mL), MeOH (250 mL) and a 5 M aqueous NaOH solution (300 mL) is heated under reflux (85° C.) for 16 h. After cooling to room temperature the resulting suspension is concentrated by rotary evaporation. The residue is dissolved in water and acidified with an aqueous concentrated HCl solution under cooling with ice. The aqueous phase is extracted twice with EtOAc and the combined o...